From a dataset of the Open Reaction Database (ORD), a public repository of structured organic reaction records. describe an organic reaction: reactants, conditions, products, and yield Starting materials: C1(=CC=CC=C1)C=1NC=2C=CC=C3C2C1CCNC3=O (2-Phenyl-3,4,5,6-tetrahydro-1H-azepino[5,4,3-cd]indol-6-one), tricyclic bromide, ClC1=CC=C(C=C1)B(O)O (4-chlorophenylboronic acid). The product is ClC1=CC=C(C=C1)C=1NC=2C=CC=C3C2C1CCNC3=O (2-(4-chloro-phenyl)-1,3,4,5-tetrahydro-azepino[5,4,3-cd]indol-6-one). Reaction SMILES: [C:1]1([C:7]2[NH:8][C:9]3[CH:10]=[CH:11][CH:12]=[C:13]4[C:19](=[O:20])[NH:18][CH2:17][CH2:16][C:15]=2[C:14]=34)[CH:6]=[CH:5][CH:4]=[CH:3][CH:2]=1.[Cl:21]C1C=CC(B(O)O)=CC=1>>[Cl:21][C:4]1[CH:3]=[CH:2][C:1]([C:7]2[NH:8][C:9]3[CH:10]=[CH:11][CH:12]=[C:13]4[C:19](=[O:20])[NH:18][CH2:17][CH2:16][C:15]=2[C:14]=34)=[CH:6][CH:5]=1. Procedure details: In a manner similar to that described for Compound 12, the tricyclic bromide (300 mg, 1.13 mmol) and 4-chlorophenylboronic acid (195 mg, 1.24 mmol) were coupled to yield 2-(4-chloro-phenyl)-1,3,4,5-tetrahydro-azepino[5,4,3-cd]indol-6-one, 223 mg (66%) as an off-white solid: m.p. 250-252° C.; 1H NMR (300 MHz, d6-DMSO) δ 3.04 (m, 2H), 3.39 (m, 2H), 7.23 (app t, J=7.5 Hz, 1H), 7.58 (m, 3H), 7.68 (m, 3H), 8.10 (br t, 1H), 11.66 (br s, 1H). MS (FAB, MH+) 297. Anal. (C17H13ClN2O.0.8 H2O) C, H, N. Reactants: [BH4-].[Na+] (sodium borohydride), C1(CCC2=CC=CC=C12)=O (1-Indanone), C(C)(=O)OCC (ethyl acetate). Run in C(C)O (ethanol). Conditions: time 3 hour. The product is C1(CCC2=CC=CC=C12)O (1-Indanol). The yield is 94.7%. Reaction SMILES: [C:1]1(=[O:10])[C:9]2[C:4](=[CH:5][CH:6]=[CH:7][CH:8]=2)[CH2:3][CH2:2]1.[BH4-].[Na+].C(OCC)(=O)C>C(O)C>[CH:1]1([OH:10])[C:9]2[C:4](=[CH:5][CH:6]=[CH:7][CH:8]=2)[CH2:3][CH2:2]1 |f:1.2|. Procedure: 1-Indanone (2.5 g, 19 mmol) was dissolved in ethanol (25 ml), and the solution was mixed with sodium borohydride (790 mg, 21 mmol) and stirred at room temperature for 3 hours. The reaction solution was mixed with ethyl acetate, washed with hydrochloric acid (1 N) and saturated brine and dried with anhydrous sodium sulfate, the solvent was removed by evaporation under a reduced pressure, and the thus obtained material was separated and purified by a silica gel column chromatography to obtain 2.4 ... Reactants: C=Cc1ccc(OC)c2nc(NC(=O)OC)sc12, [K+], [OH-], O. The product is C=Cc1ccc(OC)c2nc(N)sc12. As a reaction SMILES: [CH3:1][O:2][C:3]([NH:4][c:5]1[s:6][c:7]2[c:8]([n:9]1)[c:10]([O:16][CH3:17])[cH:11][cH:12][c:13]2[CH:14]=[CH2:15])=[O:18].[K+:21].[OH-:20].[OH2:19]>>[NH2:4][c:5]1[s:6][c:7]2[c:8]([n:9]1)[c:10]([O:16][CH3:17])[cH:11][cH:12][c:13]2[CH:14]=[CH2:15]. The reactants are Cc1ccccc1, CO, CS(=O)(=O)OCC(OC1CCCCO1)c1cccc(Cl)c1, O, Cc1ccc(S(=O)(=O)O)cc1. The product is Clc1cccc(C2CO2)c1. Reaction SMILES: [CH3:1][c:2]1[cH:3][cH:4][cH:5][cH:6][cH:7]1.[CH3:41][OH:42].[CH3:8][S:9]([O:10][CH2:11][CH:14]([O:15][CH:16]1[CH2:12][CH2:13][CH2:17][CH2:18][O:19]1)[c:22]1[cH:23][c:24]([Cl:28])[cH:25][cH:26][cH:27]1)(=[O:20])=[O:21].[OH2:29].[c:30]1([CH3:31])[cH:32][cH:33][c:34]([S:35]([OH:36])(=[O:37])=[O:38])[cH:39][cH:40]1>>[CH:14]1([c:22]2[cH:23][c:24]([Cl:28])[cH:25][cH:26][cH:27]2)[O:15][CH2:16]1.